Dataset: the Open Reaction Database (ORD), a public repository of structured organic reaction records. Task: describe an organic reaction: reactants, conditions, products, and yield As a reaction SMILES: [OH:1][CH2:2][C:3]1[C:4]([CH3:28])=[C:5]2[C:10]([NH:11][C:12]3[CH:17]=[CH:16][C:15]([O:18][C:19]4[CH:24]=[CH:23][CH:22]=[CH:21][CH:20]=4)=[CH:14][CH:13]=3)=[C:9]([C:25]#[N:26])[CH:8]=[N:7][N:6]2[CH:27]=1.[CH3:29]C([O-])(C)C.[K+].CI>CN(C=O)C.C1COCC1>[CH3:29][O:1][CH2:2][C:3]1[C:4]([CH3:28])=[C:5]2[C:10]([NH:11][C:12]3[CH:13]=[CH:14][C:15]([O:18][C:19]4[CH:24]=[CH:23][CH:22]=[CH:21][CH:20]=4)=[CH:16][CH:17]=3)=[C:9]([C:25]#[N:26])[CH:8]=[N:7][N:6]2[CH:27]=1 |f:1.2,4.5|. Conditions: temperature 0 celsius. Reactants: OCC=1C(=C2N(N=CC(=C2NC2=CC=C(C=C2)OC2=CC=CC=C2)C#N)C1)C (6-(Hydroxymethyl)-5-methyl-4-[(4-phenoxyphenyl)amino]pyrrolo[1,2-b]pyridazine-3-carbonitrile), CC(C)(C)[O-].[K+] (KOtBu), 1h, 2h, CC(C)(C)[O-].[K+] (KOtBu), CI (methyl iodide), CI (methyl iodide). The product is COCC=1C(=C2N(N=CC(=C2NC2=CC=C(C=C2)OC2=CC=CC=C2)C#N)C1)C (6-(Methoxymethyl)-5-methyl-4-[(4-phenoxyphenyl)amino]pyrrolo[1,2-b]pyridazine-3-carbonitrile). The solvent is CN(C)C=O.C1CCOC1 (DMF THF). Reported procedure: To a solution of compound 3B (9.0 mg, 0.025 mmol) in DMF:THF (1:1, 1 mL) at 0° C. was added KOtBu (1.5 M in THF, 0.025 mL, 0.038 mmol). After stirring for 45° min at 0° C., methyl iodide (2 μL, 0.025 mmol) was added and the reaction mixture was stirred for an additional 1h, warmed to 25° C., and stirred for 3h. No reaction was observed during this time. The reaction mixture was cooled once more to 0° C., additional KOtBu (1.5 M in THF, 0.25 mL, 0.38 mmol) was added and the reaction mixture was s... The reactants are FC(C=1OC2=C(C1)C=C(C=C2)CO)(F)F ([2-(trifluoromethyl)benzofuran-5-yl]methanol), resultant solution. Reagents/catalysts: [Pd] (palladium-activated carbon). Solvent: C(C)O (ethanol). Product: crude product, FC(C1OC2=C(C1)C=C(C=C2)CO)(F)F ([2-(Trifluoromethyl)-2,3-dihydrobenzofuran-5-yl]methanol). Yield: 52.4%. Reaction SMILES: [F:1][C:2]([F:15])([F:14])[C:3]1[O:4][C:5]2[CH:11]=[CH:10][C:9]([CH2:12][OH:13])=[CH:8][C:6]=2[CH:7]=1>[Pd].C(O)C>[F:15][C:2]([F:1])([F:14])[CH:3]1[CH2:7][C:6]2[CH:8]=[C:9]([CH2:12][OH:13])[CH:10]=[CH:11][C:5]=2[O:4]1. Procedure: To an ethanol solution (1.0 mL) of [2-(trifluoromethyl)benzofuran-5-yl]methanol (30.0 mg, 0.139 mmol) synthesized in Reference Synthesis Example 96, palladium-activated carbon (15.0 mg) was added and the resultant solution was stirred under hydrogen atmosphere at room temperature for 30 hours. After completion of the reaction, the reaction solution was filtered with Celite and the filtrate was concentrated under reduced pressure to obtain a crude product of the title compound (15.9 mg). Reactants: CC(=O)O[BH-](OC(C)=O)OC(C)=O, C1CCC1, CC(=O)O, [Na+], CC(C)n1c(C(=O)N2CCS(=O)(=O)CC2)cc2cc(OC3CCNCC3)ccc21, C1CCOC1. The product is CC(C)n1c(C(=O)N2CCS(=O)(=O)CC2)cc2cc(OC3CCN(C4CCC4)CC3)ccc21. As a reaction SMILES: [C:38]([O:39][BH-:40]([O:41][C:42](=[O:43])[CH3:44])[O:45][C:46](=[O:47])[CH3:48])(=[O:49])[CH3:50].[CH2:34]1[CH2:35][CH2:36][CH2:37]1.[CH3:30][C:31](=[O:32])[OH:33].[Na+:51].[O:1]=[S:2]1(=[O:29])[CH2:3][CH2:4][N:5]([C:8](=[O:9])[c:10]2[n:11]([CH:26]([CH3:27])[CH3:28])[c:12]3[cH:13][cH:14][c:15]([O:19][CH:20]4[CH2:21][CH2:22][NH:23][CH2:24][CH2:25]4)[cH:16][c:17]3[cH:18]2)[CH2:6][CH2:7]1.[O:52]1[CH2:53][CH2:54][CH2:55][CH2:56]1>>[O:1]=[S:2]1(=[O:29])[CH2:3][CH2:4][N:5]([C:8](=[O:9])[c:10]2[n:11]([CH:26]([CH3:27])[CH3:28])[c:12]3[cH:13][cH:14][c:15]([O:19][CH:20]4[CH2:21][CH2:22][N:23]([CH:34]5[CH2:35][CH2:36][CH2:37]5)[CH2:24][CH2:25]4)[cH:16][c:17]3[cH:18]2)[CH2:6][CH2:7]1. Starting materials: C(C)OCC (diethyl ether), CCCCCC (n-hexane), C(C1=CC=CC=C1)OC([C@H]1N(CCC1)C([C@@H](NC(=O)OC(C)(C)C)CO)=O)=O (N-t-butyloxycarbonyl-L-seryl-L-proline benzylester), Cl (hydrochloric acid). Run in O1CCOCC1 (dioxane). Reaction conditions: time 1 hour. Product: Cl.C(C1=CC=CC=C1)OC([C@H]1N(CCC1)C([C@@H](N)CO)=O)=O (L-seryl-L-proline benzylester hydrochloride). Isolated yield 98.4%. Reaction SMILES: [CH2:1]([O:8][C:9](=[O:28])[C@@H:10]1[CH2:14][CH2:13][CH2:12][N:11]1[C:15](=[O:27])[C@H:16]([CH2:25][OH:26])[NH:17]C(OC(C)(C)C)=O)[C:2]1[CH:7]=[CH:6][CH:5]=[CH:4][CH:3]=1.C(OCC)C.CCCCCC.[ClH:40]>O1CCOCC1>[ClH:40].[CH2:1]([O:8][C:9](=[O:28])[C@@H:10]1[CH2:14][CH2:13][CH2:12][N:11]1[C:15](=[O:27])[C@H:16]([CH2:25][OH:26])[NH2:17])[C:2]1[CH:7]=[CH:6][CH:5]=[CH:4][CH:3]=1 |f:5.6|. Procedure: N-t-butyloxycarbonyl-L-seryl-L-proline benzylester (33.99 g, 86.6 mmole) was dissolved in 4N hydrochloric acid in dioxane (300 ml) solution, and stirred for 1 hour at room temperature. To the solution, diethyl ether (500 ml) and n-hexane (100ml) were added to give L-seryl-L-proline benzylester hydrochloride (yield: 28.03 g, 98.4%).